Task: describe an organic reaction: reactants, conditions, products, and yield. Dataset: the Open Reaction Database (ORD), a public repository of structured organic reaction records Starting materials: CN(CCNC(=O)C1=CC=CC2=NC3=CC=C4C(=C3N=C12)C=CC=C4C#N)C (4-cyano-benzo[a]phenazine-11-carboxylic acid (2-dimethylamino-ethyl)-amide), C([O-])([O-])=O.[K+].[K+] (potassium carbonate), Cl.NO (hydroxylamine hydrochloride). The solvent is C(C)O (ethanol). Yields the product CN(CCNC(=O)C1=CC=CC2=NC3=CC=C4C(=C3N=C12)C=CC=C4C(NO)=N)C (4-(N-Hydroxycarbamimidoyl)-benzo[a]phenazine-11-carboxylic acid (2-dimethylamino-ethyl)-amide). Yield: 91.8%. Reaction SMILES: [CH3:1][N:2]([CH3:28])[CH2:3][CH2:4][NH:5][C:6]([C:8]1[C:21]2[C:12](=[N:13][C:14]3[C:19]([N:20]=2)=[C:18]2[CH:22]=[CH:23][CH:24]=[C:25]([C:26]#[N:27])[C:17]2=[CH:16][CH:15]=3)[CH:11]=[CH:10][CH:9]=1)=[O:7].C(=O)([O-])[O-].[K+].[K+].Cl.[NH2:36][OH:37]>C(O)C>[CH3:1][N:2]([CH3:28])[CH2:3][CH2:4][NH:5][C:6]([C:8]1[C:21]2[C:12](=[N:13][C:14]3[C:19]([N:20]=2)=[C:18]2[CH:22]=[CH:23][CH:24]=[C:25]([C:26](=[NH:27])[NH:36][OH:37])[C:17]2=[CH:16][CH:15]=3)[CH:11]=[CH:10][CH:9]=1)=[O:7] |f:1.2.3,4.5|. Procedure: A mixture of 4-cyano-benzo[a]phenazine-11-carboxylic acid (2-dimethylamino-ethyl)-amide (20 mg), potassium carbonate (37 mg) and hydroxylamine hydrochloride (19 mg) was heated to reflux in ethanol (5 mL) for 18 hours. The reaction mixture was filtered, and the filtrate was collected and the solvent removed in vacuo to yield the title compound (20 mg). Reactants: C[O-].[Na+] (NaOMe), Cl.NO (hydroxylamine hydrochloride), ClC1=C2C=CC=C(C2=CC=C1)CC#N (5-Chloro-2-naphthalenylacetonitrile), Cl.NO (hydroxylamine hydrochloride), C[O-].[Na+] (NaOMe). Run in CO (MeOH), CO (MeOH). Conditions: time 8 hour. The product is ON=C(CC1=CC=CC2=C(C=CC=C12)Cl)N (N'-Hydroxy-2-(5-chloronaphthalenyl)ethanimidamide). The yield is 68.3%. As a reaction SMILES: C[O-].[Na+].[ClH:4].[NH2:5][OH:6].Cl[C:8]1[CH:17]=[CH:16][CH:15]=[C:14]2[C:9]=1[CH:10]=[CH:11][CH:12]=[C:13]2[CH2:18][C:19]#[N:20]>CO>[OH:6][N:5]=[C:19]([NH2:20])[CH2:18][C:13]1[C:14]2[C:9](=[C:8]([Cl:4])[CH:17]=[CH:16][CH:15]=2)[CH:10]=[CH:11][CH:12]=1 |f:0.1,2.3|. Reported procedure: A mixture of NaOMe (25 wt % in MeOH, 1.02 mL, 4.46 mmol), MeOH (4 mL), and hydroxylamine hydrochloride (310 mg, 4.46 mmol) was heated at reflux for 20 minutes. 5-Chloro-2-naphthalenylacetonitrile (600 mg, 2.98 mmol) and additional MeOH (4 mL) were added and heating was continued overnight. Additional hydroxylamine hydrochloride (150 mg, 2.16 mmol) and NaOMe (25 wt % in MeOH, 490 L, 2.14 mmol) were added and heating was resumed for 4 hours. The mixture was cooled, concentrated, and suspended in H... Starting materials: BrC1=C(C=C2CCN(C(C2=C1)C(=O)O)C(C(=O)N(CCCC#CC=1SC=CC1)C(C)(C)C)=O)OC (7-bromo-2-(2-(tert-butyl(5-(thiophen-2-yl)pent-4-ynyl)amino)-2-oxoacetyl)-6-methoxy-1,2,3,4-tetrahydroisoquinoline-1-carboxylic acid), C(C)(=O)[O-].[Na+] (sodium acetate), [NH4+].[OH-] (NH4OH), O (water). Run in C(C)(=O)OC(C)=O (acetic anhydride). Conditions: temperature 100 celsius, time 0.5 hour. Product: C(C)(C)(C)N1C(C2=C(C(=C3N2CCC=2C=C(C(=CC32)Br)OC)C=3SC=CC3)CCC1)=O (9-tert-butyl-2-bromo-3-methoxy-13-(2-thienyl)-5,6,9,10,11,12-hexahydro-8H-azepino[4′,3′:4,5]pyrrolo[2,1-a]isoquinolin-8-one). Yield: 85.3%. RXN SMILES: [Br:1][C:2]1[CH:11]=[C:10]2[C:5]([CH2:6][CH2:7][N:8]([C:15](=O)[C:16]([N:18]([C:29]([CH3:32])([CH3:31])[CH3:30])[CH2:19][CH2:20][CH2:21][C:22]#[C:23][C:24]3[S:25][CH:26]=[CH:27][CH:28]=3)=[O:17])[CH:9]2C(O)=O)=[CH:4][C:3]=1[O:34][CH3:35].C([O-])(=O)C.[Na+].O.[NH4+].[OH-]>C(OC(=O)C)(=O)C>[C:29]([N:18]1[CH2:19][CH2:20][CH2:21][C:22]2[C:23]([C:24]3[S:25][CH:26]=[CH:27][CH:28]=3)=[C:9]3[C:10]4[CH:11]=[C:2]([Br:1])[C:3]([O:34][CH3:35])=[CH:4][C:5]=4[CH2:6][CH2:7][N:8]3[C:15]=2[C:16]1=[O:17])([CH3:30])([CH3:32])[CH3:31] |f:1.2,4.5|. Procedure: A solution of 2.9 g of 3c in 30 ml of acetic anhydride and 3 g of sodium acetate was heated with stirring at 100° C. for ½ hr. The mixture was cooled to RT. Then, 100 ml of water was added and stirring was prolonged for 1 hr. The reaction mixture was neutralized by dropwise addition of cold conc. aq. NH4OH solution, the product was extracted with ethyl acetate and the organic layer was washed, dried and concentrated. The residue was treated with diisopropyl ether, to provide 2.2 g of 3d as white... The reactants are C1CCOC1, O=[N+]([O-])c1ccc(N2CCN(S(=O)(=O)c3ccc4ccccc4c3)CC2)cc1, c1ccsc1. Yields the product Nc1ccc(N2CCN(S(=O)(=O)c3ccc4ccccc4c3)CC2)cc1. RXN SMILES: [CH2:34]1[O:35][CH2:36][CH2:37][CH2:38]1.[cH:1]1[c:2]([S:11](=[O:12])(=[O:13])[N:14]2[CH2:15][CH2:16][N:17]([c:20]3[cH:21][cH:22][c:23]([N+:26]([O-:27])=[O:28])[cH:24][cH:25]3)[CH2:18][CH2:19]2)[cH:3][cH:4][c:5]2[cH:6][cH:7][cH:8][cH:9][c:10]12.[cH:29]1[cH:30][s:31][cH:32][cH:33]1>>[cH:1]1[c:2]([S:11](=[O:12])(=[O:13])[N:14]2[CH2:15][CH2:16][N:17]([c:20]3[cH:21][cH:22][c:23]([NH2:26])[cH:24][cH:25]3)[CH2:18][CH2:19]2)[cH:3][cH:4][c:5]2[cH:6][cH:7][cH:8][cH:9][c:10]12. The reactants are CC(=O)O, CC(=O)O, CC(=O)[O-], CC(=O)[O-], ClCCl, NS(=O)(=O)C(F)(F)F, CSc1ccc(NC(=O)C(F)(F)F)cc1, Ic1ccccc1, [Rh+2]. Yields the product CS(=NS(=O)(=O)C(F)(F)F)c1ccc(NC(=O)C(F)(F)F)cc1. As a reaction SMILES: [C:24]([OH:25])(=[O:26])[CH3:27].[C:28]([OH:29])(=[O:30])[CH3:31].[C:39]([O-:40])(=[O:41])[CH3:42].[C:44]([O-:45])(=[O:46])[CH3:47].[Cl:48][CH2:49][Cl:50].[F:16][C:17]([F:18])([F:19])[S:20](=[O:21])(=[O:22])[NH2:23].[F:1][C:2]([C:3](=[O:4])[NH:5][c:6]1[cH:7][cH:8][c:9]([S:12][CH3:13])[cH:10][cH:11]1)([F:14])[F:15].[I:32][c:33]1[cH:34][cH:35][cH:36][cH:37][cH:38]1.[Rh+2:43]>>[F:1][C:2]([C:3](=[O:4])[NH:5][c:6]1[cH:7][cH:8][c:9]([S:12]([CH3:13])=[N:23][S:20]([C:17]([F:16])([F:18])[F:19])(=[O:21])=[O:22])[cH:10][cH:11]1)([F:14])[F:15]. The reactants are CC(=O)Oc1c(C(C)(C)C)cc(O)cc1C(C)(C)C, CN(C)C=O, [Cl-], C=C(C)CCl, [H-], [NH4+], [Na+]. Product: C=C(C)COc1cc(C(C)(C)C)c(OC(C)=O)c(C(C)(C)C)c1. Reaction SMILES: [C:3]([CH3:4])(=[O:5])[O:6][c:7]1[c:8]([C:18]([CH3:19])([CH3:20])[CH3:21])[cH:9][c:10]([OH:17])[cH:11][c:12]1[C:13]([CH3:14])([CH3:15])[CH3:16].[CH3:29][N:30]([CH3:31])[CH:32]=[O:33].[Cl-:27].[Cl:22][CH2:23][C:24](=[CH2:25])[CH3:26].[H-:1].[NH4+:28].[Na+:2]>>[C:3]([CH3:4])(=[O:5])[O:6][c:7]1[c:8]([C:18]([CH3:19])([CH3:20])[CH3:21])[cH:9][c:10]([O:17][CH2:25][C:24](=[CH2:23])[CH3:26])[cH:11][c:12]1[C:13]([CH3:14])([CH3:15])[CH3:16]. Starting materials: NC1=NC2=C(N1C)C1=CC=CC=C1C=C2 (2-amino-1-methyl-1H-naphtho[1,2-d]imidazole), C(C)OP(=O)(OCC)CC1=CC=C(C(=O)Cl)C=C1 (4-[(diethoxyphosphoryl)methyl]benzoyl chloride). The product is CN1C(=NC2=C1C1=CC=CC=C1C=C2)NC(=O)C2=CC=C(CP(OCC)(OCC)=O)C=C2 (diethyl 4-[N-(1-methyl-1H-naphtho[1,2-d]-imidazol-2-yl)carbamoyl]benzylphosphonate). As a reaction SMILES: [NH2:1][C:2]1[N:6]([CH3:7])[C:5]2[C:8]3[C:13]([CH:14]=[CH:15][C:4]=2[N:3]=1)=[CH:12][CH:11]=[CH:10][CH:9]=3.[CH2:16]([O:18][P:19]([CH2:24][C:25]1[CH:33]=[CH:32][C:28]([C:29](Cl)=[O:30])=[CH:27][CH:26]=1)([O:21][CH2:22][CH3:23])=[O:20])[CH3:17]>>[CH3:7][N:6]1[C:5]2[C:8]3[C:13]([CH:14]=[CH:15][C:4]=2[N:3]=[C:2]1[NH:1][C:29]([C:28]1[CH:32]=[CH:33][C:25]([CH2:24][P:19](=[O:20])([O:18][CH2:16][CH3:17])[O:21][CH2:22][CH3:23])=[CH:26][CH:27]=1)=[O:30])=[CH:12][CH:11]=[CH:10][CH:9]=3. Procedure: Using 2-amino-1-methyl-1H-naphtho[1,2-d]imidazole (commercially available) and 4-[(diethoxyphosphoryl)methyl]benzoyl chloride, the procedure of Example 1 was otherwise repeated to provide the objective compound. The reactants are O=C([O-])[O-], CN(C)C=O, N#CCCl, [I-], [K+], [K+], [Na+], c1ccc(Oc2ccc(C3CCNCC3)cc2)cc1, O. Product: N#CCN1CCC(c2ccc(Oc3ccccc3)cc2)CC1. Reaction SMILES: [C:26](=[O:27])([O-:28])[O-:29].[CH3:33][N:34]([CH3:35])[CH:36]=[O:37].[Cl:20][CH2:21][C:22]#[N:23].[I-:25].[K+:30].[K+:31].[Na+:24].[O:1]([c:2]1[cH:3][cH:4][cH:5][cH:6][cH:7]1)[c:8]1[cH:9][cH:10][c:11]([CH:14]2[CH2:15][CH2:16][NH:17][CH2:18][CH2:19]2)[cH:12][cH:13]1.[OH2:32]>>[O:1]([c:2]1[cH:3][cH:4][cH:5][cH:6][cH:7]1)[c:8]1[cH:9][cH:10][c:11]([CH:14]2[CH2:15][CH2:16][N:17]([CH2:21][C:22]#[N:23])[CH2:18][CH2:19]2)[cH:12][cH:13]1.